Dataset: the Open Reaction Database (ORD), a public repository of structured organic reaction records. Task: describe an organic reaction: reactants, conditions, products, and yield The reactants are C1(=CC=CC=C1)OC1=CC(=C(C=C1)OCCCCBr)CCC (4-(4-bromobutoxy)-3-propylphenyl phenyl ether), ClC=1C=C(C=CC1O)CC(=O)OC (methyl 3-chloro-4-hyrdoxyphenylacetate), C([O-])([O-])=O.[Cs+].[Cs+] (cesium carbonate). Solvent: CN(C)C=O (DMF). Yields the product C(CC)C1=C(OCCCCOC2=C(C=C(C=C2)CC(=O)OC)Cl)C=CC(=C1)OC1=CC=CC=C1 (methyl 4-(4-(2-propyl-4-phenoxyphenoxy)butoxy)-3-chlorophenylacetate). Reaction SMILES: [C:1]1([O:7][C:8]2[CH:13]=[CH:12][C:11]([O:14][CH2:15][CH2:16][CH2:17][CH2:18]Br)=[C:10]([CH2:20][CH2:21][CH3:22])[CH:9]=2)[CH:6]=[CH:5][CH:4]=[CH:3][CH:2]=1.[Cl:23][C:24]1[CH:25]=[C:26]([CH2:31][C:32]([O:34][CH3:35])=[O:33])[CH:27]=[CH:28][C:29]=1[OH:30].C(=O)([O-])[O-].[Cs+].[Cs+]>CN(C=O)C>[CH2:20]([C:10]1[CH:9]=[C:8]([O:7][C:1]2[CH:6]=[CH:5][CH:4]=[CH:3][CH:2]=2)[CH:13]=[CH:12][C:11]=1[O:14][CH2:15][CH2:16][CH2:17][CH2:18][O:30][C:29]1[CH:28]=[CH:27][C:26]([CH2:31][C:32]([O:34][CH3:35])=[O:33])=[CH:25][C:24]=1[Cl:23])[CH2:21][CH3:22] |f:2.3.4|. Procedure: A solution of 4-(4-bromobutoxy)-3-propylphenyl phenyl ether (5.7 g, 15.75 mmol), methyl 3-chloro-4-hyrdoxyphenylacetate (3.0 g, 15.00 mmol) and cesium carbonate (5.38 g, 16.50 mmol) in DMF (50 mL) was stirred at 40° C. overnight. The reaction mixturewas partitioned between ethyl acetate and 0.2N HCl. The organic layer was washed twice with water, then dried over sodium sulfate. The organic layer was filtered and evaporated to an oil which was chromatographed over silica gel with 10% of ethyl ace... Reactants: C(C)(C)C1=NC=2C(=NC3=C(NC2S1)C=CC=C3)N (2-isopropyl-4H-3-thia-1,4,9-triaza-benzo[f]azulen-10-ylamine), FC=1C=C(C=CC1)CC[C@@H]1NCCNC1 ((S)-2-[2-(3-fluoro-phenyl)-ethyl]-piperazine). Yields the product FC=1C=C(C=CC1)CC[C@H]1CN(CCN1)C1=NC2=C(NC=3SC(=NC13)C(C)C)C=CC=C2 ((S)-10-{3-[2-(3-Fluoro-phenyl)-ethyl]-piperazin-1-yl}-2-isopropyl-4H-3-thia-1,4,9-triaza-benzo[f]azulene). The yield is 54.7%. Reaction SMILES: [CH:1]([C:4]1[S:13][C:12]2[NH:11][C:10]3[CH:14]=[CH:15][CH:16]=[CH:17][C:9]=3[N:8]=[C:7]([NH2:18])[C:6]=2[N:5]=1)([CH3:3])[CH3:2].[F:19][C:20]1[CH:21]=[C:22]([CH2:26][CH2:27][C@H:28]2[CH2:33]N[CH2:31][CH2:30][NH:29]2)[CH:23]=[CH:24][CH:25]=1>>[F:19][C:20]1[CH:21]=[C:22]([CH2:26][CH2:27][C@@H:28]2[NH:29][CH2:30][CH2:31][N:18]([C:7]3[C:6]4[N:5]=[C:4]([CH:1]([CH3:3])[CH3:2])[S:13][C:12]=4[NH:11][C:10]4[CH:14]=[CH:15][CH:16]=[CH:17][C:9]=4[N:8]=3)[CH2:33]2)[CH:23]=[CH:24][CH:25]=1. Reported procedure: By using a method similar to the method of Example 460, using 2-isopropyl-4H-3-thia-1,4,9-triaza-benzo[f]azulen-10-ylamine (0.566 g, 2.19 mmol) and (S)-2-[2-(3-fluoro-phenyl)-ethyl]-piperazine (0.457 g, 2.19 mmol) to give 0.539 g of the title compound as a solid: mass spectrum (ion spray): m/z=450 (M+1); Analysis for C25H28FN5S(0.2 H2O): calcd: C, 66.26; H, 6.32; N, 15.45; found: C, 65.96; H, 6.11; N, 15.31. The reactants are ClC1=C(C(=O)O)C=C(C=C1)Cl (2,5-dichlorobenzoic acid), CC1=C(N)C=CC=C1C(F)(F)F (2-methyl-3-trifluoromethylaniline), C(CCCC)O (n-pentyl alcohol), [OH-].[Na+] (sodium hydroxide). Reagents/catalysts: [Cu] (copper). The product is ClC1=CC=C(C(C(=O)O)=C1)NC1=C(C(=CC=C1)C(F)(F)F)C (5-Chloro-N-(2-methyl-3-trifluoromethylphenyl) anthranilic acid). As a reaction SMILES: Cl[C:2]1[CH:10]=[CH:9][C:8]([Cl:11])=[CH:7][C:3]=1[C:4]([OH:6])=[O:5].C(O)CCCC.[OH-].[Na+].[CH3:20][C:21]1[C:27]([C:28]([F:31])([F:30])[F:29])=[CH:26][CH:25]=[CH:24][C:22]=1[NH2:23]>[Cu]>[Cl:11][C:8]1[CH:7]=[C:3]([C:4]([OH:6])=[O:5])[C:2]([NH:23][C:22]2[CH:24]=[CH:25][CH:26]=[C:27]([C:28]([F:29])([F:30])[F:31])[C:21]=2[CH3:20])=[CH:10][CH:9]=1 |f:2.3|. Procedure: To a solution of 25 g. of 2,5-dichlorobenzoic acid in 125 ml. of n-pentyl alcohol add 4.8 g. of sodium hydroxide pellets, 25 g. of 2-methyl-3-trifluoromethylaniline and 2 g. of copper powder. With constant stirring, reflux the reaction mixture for 18 hours. Concentrate the mixture to one half volume and dilute with water and ether. Acidify the aqueous layer to yield the product which is recrystallized from methanol, m.p. 220°-222° C. Starting materials: CO, C[O-], [Cl-], N#Cc1ccccn1, [NH4+], [Na+]. Yields the product Cl, N=C(N)c1ccccn1. Reaction SMILES: [CH3:14][OH:15].[CH3:9][O-:10].[Cl-:12].[N:1]#[C:2][c:3]1[cH:4][cH:5][cH:6][cH:7][n:8]1.[NH4+:13].[Na+:11]>>[ClH:12].[NH:1]=[C:2]([c:3]1[cH:4][cH:5][cH:6][cH:7][n:8]1)[NH2:13]. Starting materials: Brc1ccc(Br)cc1, C1CCOC1, CCOC(C)=O, [Li]CCCC, O=Cc1ccc(F)cc1. Yields the product OC(c1ccc(F)cc1)c1ccc(Br)cc1. RXN SMILES: [Br:1][c:2]1[cH:3][cH:4][c:5]([Br:6])[cH:7][cH:8]1.[CH2:23]1[O:24][CH2:25][CH2:26][CH2:27]1.[CH3:28][CH2:29][O:30][C:31]([CH3:32])=[O:33].[CH3:9][CH2:10][CH2:11][CH2:12][Li:13].[F:14][c:15]1[cH:16][cH:17][c:18]([CH:19]=[O:20])[cH:21][cH:22]1>>[c:2]1([CH:19]([c:18]2[cH:17][cH:16][c:15]([F:14])[cH:22][cH:21]2)[OH:20])[cH:3][cH:4][c:5]([Br:6])[cH:7][cH:8]1. Starting materials: CC1CCC=C2CCC3C4CCC(O[Si](C)(C)C)C4(C)CCC3C21C=O, CC12CCC3C(CCC4=CCCCC43C=O)C1CCC2O. Product: CC12CCC3C(CCC4=CCCCC43C=O)C1CCC2O[Si](C)(C)C. Reaction SMILES: [CH3:22][CH:23]1[CH2:24][CH2:25][CH:26]=[C:27]2[CH2:28][CH2:29][CH:30]3[CH:31]4[CH2:32][CH2:33][CH:34]([O:43][Si:44]([CH3:45])([CH3:46])[CH3:47])[C:35]4([CH3:36])[CH2:37][CH2:38][CH:39]3[C:40]12[CH:41]=[O:42].[OH:1][CH:2]1[CH2:3][CH2:4][CH:5]2[CH:6]3[CH:7]([CH2:8][CH2:9][C:10]12[CH3:11])[C:12]1([CH:13]=[O:14])[C:15](=[CH:16][CH2:17][CH2:18][CH2:19]1)[CH2:20][CH2:21]3>>[CH2:23]1[CH2:24][CH2:25][CH:26]=[C:27]2[CH2:28][CH2:29][CH:30]3[CH:31]4[CH2:32][CH2:33][CH:34]([O:43][Si:44]([CH3:45])([CH3:46])[CH3:47])[C:35]4([CH3:36])[CH2:37][CH2:38][CH:39]3[C:40]12[CH:41]=[O:42]. The reactants are BrC=1C=C(C=C(C1)C(F)(F)F)C=1N=C(OC1)CCC(=O)OC (methyl 3-(4-(3-bromo-5-(trifluoromethyl)phenyl)oxazol-2-yl)propanoate), ClC=1C=C(C=C(C1)C(F)(F)F)C=1N=C(OC1)CCC(=O)O (3-(4-(3-chloro-5-(trifluoromethyl)phenyl)oxazol-2-yl)propanoic acid). Yields the product BrC=1C=C(C=C(C1)C(F)(F)F)C=1N=C(OC1)CCC(=O)O (3-(4-(3-bromo-5-(trifluoromethyl)phenyl)oxazol-2-yl)propanoic acid). Yield: 85.0%. As a reaction SMILES: [Br:1][C:2]1[CH:3]=[C:4]([C:12]2[N:13]=[C:14]([CH2:17][CH2:18][C:19]([O:21]C)=[O:20])[O:15][CH:16]=2)[CH:5]=[C:6]([C:8]([F:11])([F:10])[F:9])[CH:7]=1.ClC1C=C(C2N=C(CCC(O)=O)OC=2)C=C(C(F)(F)F)C=1>>[Br:1][C:2]1[CH:3]=[C:4]([C:12]2[N:13]=[C:14]([CH2:17][CH2:18][C:19]([OH:21])=[O:20])[O:15][CH:16]=2)[CH:5]=[C:6]([C:8]([F:10])([F:9])[F:11])[CH:7]=1. Reported procedure: The title compound was prepared from methyl 3-(4-(3-bromo-5-(trifluoromethyl)phenyl)oxazol-2-yl)propanoate (Reference Example 44) by a procedure similar to the one described for 3-(4-(3-chloro-5-(trifluoromethyl)phenyl)oxazol-2-yl)propanoic acid (Reference Example 52) to provide 3-(4-(3-bromo-5-(trifluoromethyl)phenyl)oxazol-2-yl)propanoic acid (0.316 g, 85%) as an off-white powder. Starting materials: C(#N)C=1C(=C(C=C(C1)C(C)=O)OC)OC (5'-cyano-3',4'-dimethoxyacetophenone), [Br-].[Br-].[Br-].C1(=CC=CC=C1)[N+](C)(C)C.C1(=CC=CC=C1)[N+](C)(C)C.C1(=CC=CC=C1)[N+](C)(C)C (phenyltrimethylammonium bromide dibromide), ice water. Run in O1CCCC1 (tetrahydrofuran), O1CCCC1 (tetrahydrofuran). Conditions: time 30 minute. The product is BrCC(=O)C=1C=C(C(=C(C#N)C1)OC)OC (5-(bromoacetyl)-2,3-dimethoxybenzonitrile). RXN SMILES: [Br-:1].[Br-].[Br-].C1([N+](C)(C)C)C=CC=CC=1.C1([N+](C)(C)C)C=CC=CC=1.C1([N+](C)(C)C)C=CC=CC=1.[C:34]([C:36]1[C:37]([O:47][CH3:48])=[C:38]([O:45][CH3:46])[CH:39]=[C:40]([C:42](=[O:44])[CH3:43])[CH:41]=1)#[N:35]>O1CCCC1>[Br:1][CH2:43][C:42]([C:40]1[CH:39]=[C:38]([O:45][CH3:46])[C:37]([O:47][CH3:48])=[C:36]([CH:41]=1)[C:34]#[N:35])=[O:44] |f:0.1.2.3.4.5|. Procedure details: 3.48 g of phenyltrimethylammonium bromide dibromide dissolved in 30 ml of tetrahydrofuran are added dropwise at room temperature within 45 minutes to 1.9 g of 5'-cyano-3',4'-dimethoxyacetophenone dissolved in 30 ml of tetrahydrofuran, whereupon the mixture is stirred for 30 minutes. Thereupon, the reaction mixture is poured into 120 ml of ice-water and extracted three times with 70 ml of methylene chloride. The combined methylene chloride phases are washed with 2N sulfuric acid, dried over sodiu...